This data is from the Open Reaction Database (ORD), a public repository of structured organic reaction records. The task is: describe an organic reaction: reactants, conditions, products, and yield Reactants: CI (methyl iodide), O[C@@H]1C[C@H](N(C1)C(=O)OCC1=CC=CC=C1)C(=O)OC (1-benzyl 2-methyl (2S,4R)-4-hydroxypyrrolidine-1,2-dicarboxylate), [H-].[Na+] (sodium hydride). The solvent is C1CCOC1 (THF). Reaction conditions: time 1 hour. The product is COC1CC(N(C1)C(=O)OCC1=CC=CC=C1)C(=O)OC (1-benzyl 2-methyl 4-methoxypyrrolidine-1,2-dicarboxylate). Reaction SMILES: [OH:1][C@H:2]1[CH2:6][N:5]([C:7]([O:9][CH2:10][C:11]2[CH:16]=[CH:15][CH:14]=[CH:13][CH:12]=2)=[O:8])[C@H:4]([C:17]([O:19][CH3:20])=[O:18])[CH2:3]1.[CH3:21]I.[H-].[Na+]>C1COCC1>[CH3:21][O:1][CH:2]1[CH2:6][N:5]([C:7]([O:9][CH2:10][C:11]2[CH:12]=[CH:13][CH:14]=[CH:15][CH:16]=2)=[O:8])[CH:4]([C:17]([O:19][CH3:20])=[O:18])[CH2:3]1 |f:2.3|. Reported procedure: To a mixture of 1-benzyl 2-methyl (2S,4R)-4-hydroxypyrrolidine-1,2-dicarboxylate (500 mg, 1.79 mmol) in THF (6 mL) was added methyl iodide (0.385 mL) followed by sodium hydride (95 mg, 3.94 mmol). The reaction was stirred for 1 hour, then quenched with ice and diluted with diethyl ether. The organic layer was washed with water and brine, dried over sodium sulfate, filtered, and concentrated under reduced pressure to afford 1-benzyl 2-methyl 4-methoxypyrrolidine-1,2-dicarboxylate. MS ESI calc'd. ... Reactants: COC(=O)c1cccc(OCCNC(=O)OC(C)(C)C)c1, C1CCOC1, CO, [K+], [K+], [Li+], O=C([O-])[O-], [OH-]. Yields the product CC(C)(C)OC(=O)NCCOc1cccc(C(=O)O)c1. As a reaction SMILES: [C:1]([CH3:2])([CH3:3])([CH3:4])[O:5][C:6](=[O:7])[NH:8][CH2:9][CH2:10][O:11][c:12]1[cH:13][c:14]([C:15](=[O:16])[O:17][CH3:18])[cH:19][cH:20][cH:21]1.[CH2:24]1[O:25][CH2:26][CH2:27][CH2:28]1.[CH3:35][OH:36].[K+:29].[K+:30].[Li+:23].[O-:31][C:32]([O-:33])=[O:34].[OH-:22]>>[C:1]([CH3:2])([CH3:3])([CH3:4])[O:5][C:6](=[O:7])[NH:8][CH2:9][CH2:10][O:11][c:12]1[cH:13][c:14]([C:15](=[O:16])[OH:17])[cH:19][cH:20][cH:21]1. Reported procedure: A mixture comprising 0.7 g of 1-{(tetrahydro-3-furanyl)methyl}-2-(nitroimino)-3,5-dimethylhexahydro-1,3,5-triazine, 5 ml of 1 N hydrochloric acid and 5 ml of ethanol was stirred at 40° C. for an hour. The reaction fluid was concentrated under a reduced pressure and purified by column chromatography to obtain 0.4 g of 1-{(tetrahydro-3-furanyl)methyl}-2-nitro-3-methylguanidine. Solvent: C(C)O (ethanol). RXN SMILES: [O:1]1[CH2:5][CH2:4][CH:3]([CH2:6][N:7]2CN(C)[CH2:10][N:9](C)[C:8]2=[N:15][N+:16]([O-:18])=[O:17])[CH2:2]1.Cl>C(O)C>[O:1]1[CH2:5][CH2:4][CH:3]([CH2:6][NH:7][C:8]([NH:9][CH3:10])=[N:15][N+:16]([O-:18])=[O:17])[CH2:2]1. Yields the product O1CC(CC1)CNC(=N[N+](=O)[O-])NC (1-{(tetrahydro-3-furanyl)methyl}-2-nitro-3-methylguanidine). Reaction conditions: temperature 40 celsius. Reactants: O1CC(CC1)CN1C(N(CN(C1)C)C)=N[N+](=O)[O-] (1-{(tetrahydro-3-furanyl)methyl}-2-(nitroimino)-3,5-dimethylhexahydro-1,3,5-triazine), Cl (hydrochloric acid). Isolated yield 72.7%. The reactants are C(C1=CC=CC=C1)OC(NCC(N[C@@H]1[C@H]([C@H]([C@@H](C1)N1C2=NC(=NC(=C2N=C1)NCC(C1=CC=CC=C1)C1=CC=CC=C1)Cl)O)O)=O)=O (({(1S,2R,3S,4R)-4-[2-Chloro-6-(2,2-diphenyl-ethylamino)-purin-9-yl]-2,3-dihydroxy-cyclopentylcarbamoyl}-methyl)-carbamic acid benzyl ester). The solvent is CCO (EtOH). Product: ClC1=NC(=C2N=CN(C2=N1)[C@H]1[C@@H]([C@@H]([C@H](C1)N1C(NCC1=O)=O)O)O)NCC(C1=CC=CC=C1)C1=CC=CC=C1 (3-{(1S,2R,3S,4R)-4-[2-Chloro-6-(2,2-diphenyl-ethylamino)-purin-9-yl]-2,3-dihydroxy-cyclopentyl}-imidazolidine-2,4-dione). As a reaction SMILES: C([O:8][C:9](=O)[NH:10][CH2:11][C:12](=[O:46])[NH:13][C@H:14]1[CH2:18][C@@H:17]([N:19]2[CH:27]=[N:26][C:25]3[C:20]2=[N:21][C:22]([Cl:43])=[N:23][C:24]=3[NH:28][CH2:29][CH:30]([C:37]2[CH:42]=[CH:41][CH:40]=[CH:39][CH:38]=2)[C:31]2[CH:36]=[CH:35][CH:34]=[CH:33][CH:32]=2)[C@H:16]([OH:44])[C@@H:15]1[OH:45])C1C=CC=CC=1>CCO>[Cl:43][C:22]1[N:21]=[C:20]2[C:25]([N:26]=[CH:27][N:19]2[C@@H:17]2[CH2:18][C@H:14]([N:13]3[C:12](=[O:46])[CH2:11][NH:10][C:9]3=[O:8])[C@@H:15]([OH:45])[C@H:16]2[OH:44])=[C:24]([NH:28][CH2:29][CH:30]([C:37]2[CH:38]=[CH:39][CH:40]=[CH:41][CH:42]=2)[C:31]2[CH:36]=[CH:35][CH:34]=[CH:33][CH:32]=2)[N:23]=1. Procedure details: ({(1S,2R,3S,4R)-4-[2-Chloro-6-(2,2-diphenyl-ethylamino)-purin-9-yl]-2,3-dihydroxy-cyclopentylcarbamoyl}-methyl)-carbamic acid benzyl ester (Intermediate UA) is dissolved in EtOH and purged with argon and Pd/C is added. The reaction mixture is placed under a positive pressure of H2(g) (0.35 Barr) at RT over night. The reaction mixture is filtered through celite and reduced in vacuo. Intermediate VA is obtained after purification by reverse phase column chromatography (Isolute™ C18, 0-100% acetoni... Starting materials: NC1CN2CCC1CC2 (3-aminoquinuclidine), FC1=C(C(=O)Cl)C=CC=C1 (2-fluorobenzoyl chloride), NC1CN2CCC1CC2 (3-aminoquinuclidine), [OH-].[Na+] (sodium hydroxide), [OH-].[NH4+] (ammonium hydroxide). The solvent is CO (methanol), CCOCC (ether), CCOCC (ether), O (water). The product is Cl.N12CC(C(CC1)CC2)NC(C2=C(C=CC=C2)F)=O (N-(1-Azabicyclo[2.2.2]oct-3-yl)-2-fluorobenzamide, Monohydrochloride). Yield: 64.4%. Reaction SMILES: [NH2:1][CH:2]1[CH:7]2[CH2:8][CH2:9][N:4]([CH2:5][CH2:6]2)[CH2:3]1.[F:10][C:11]1[CH:19]=[CH:18][CH:17]=[CH:16][C:12]=1[C:13]([Cl:15])=[O:14].[OH-].[NH4+].[OH-].[Na+]>CCOCC.CO.O>[ClH:15].[N:4]12[CH2:9][CH2:8][CH:7]([CH2:6][CH2:5]1)[CH:2]([NH:1][C:13](=[O:14])[C:12]1[CH:16]=[CH:17][CH:18]=[CH:19][C:11]=1[F:10])[CH2:3]2 |f:2.3,4.5,9.10|. Reported procedure: In a closed system, a solution of 3-aminoquinuclidine (2.52 g, 0.020 mole) in 10 ml anhydrous ether was added dropwise to a stirred solution of 2-fluorobenzoyl chloride (3.13 g, 0.020 mole) in 100 ml anhydrous ether. After the addition was complete, the mixture was stirred another hour and the solid product (as the hydrochloride salt) was collected by filtration under nitrogen to give 4.75 g (84%). TLC analysis (3% conc. ammonium hydroxide in methanol) showed the presence of 3-aminoquinuclidine.... The reactants are CCN(CC)c1ccccc1, CO, ClCCl, O=P(Cl)(Cl)Cl, O=c1[nH]c2ccccc2n2ccnc12. Yields the product Clc1nc2ccccc2n2ccnc12. Reaction SMILES: [CH2:15]([N:16]([CH2:17][CH3:18])[c:19]1[cH:20][cH:21][cH:22][cH:23][cH:24]1)[CH3:25].[CH3:29][OH:30].[Cl:26][CH2:27][Cl:28].[P:31]([Cl:32])([Cl:33])([Cl:34])=[O:35].[cH:1]1[cH:2][n:3][c:4]2[n:5]1[c:6]1[cH:7][cH:8][cH:9][cH:10][c:11]1[nH:12][c:13]2=[O:14]>>[cH:1]1[cH:2][n:3][c:4]2[n:5]1[c:6]1[cH:7][cH:8][cH:9][cH:10][c:11]1[n:12][c:13]2[Cl:26]. Starting materials: IC1=C(C=C(C=C1)C=1N=NN(C1)C1C(N(C2=C(CC1)C=CC=C2)CC(F)(F)F)=O)OC (3-[4-(4-Iodo-3-methoxyphenyl)-1H-1,2,3-triazol-1-yl]-1-(2,2,2-trifluoroethyl)-1,3,4,5-tetrahydro-2H-1-benzazepin-2-one), N1=CC=C(C=C1)B(O)O (4-pyridyl boronic acid), C([O-])([O-])=O.[Na+].[Na+] (sodium carbonate). Reagents/catalysts: C1=CC=C(C=C1)P([C-]2C=CC=C2)C3=CC=CC=C3.C1=CC=C(C=C1)P([C-]2C=CC=C2)C3=CC=CC=C3.Cl[Pd]Cl.[Fe+2] (PdCl2(dppf)). The solvent is O (water), O1CCOCC1 (dioxane), O (water). Conditions: time 10 minute. Yields the product COC=1C=C(C=CC1C1=CC=NC=C1)C=1N=NN(C1)C1C(N(C2=C(CC1)C=CC=C2)CC(F)(F)F)=O (3-[4-(3-methoxy-4-pyridin-4-ylphenyl)-1H-1,2,3-triazol-1-yl]-1-(2,2,2-trifluoroethyl)-1,3,4,5-tetrahydro-2H-1-benzazepin-2-one). Isolated yield 90.2%. As a reaction SMILES: I[C:2]1[CH:7]=[CH:6][C:5]([C:8]2[N:9]=[N:10][N:11]([CH:13]3[CH2:19][CH2:18][C:17]4[CH:20]=[CH:21][CH:22]=[CH:23][C:16]=4[N:15]([CH2:24][C:25]([F:28])([F:27])[F:26])[C:14]3=[O:29])[CH:12]=2)=[CH:4][C:3]=1[O:30][CH3:31].[N:32]1[CH:37]=[CH:36][C:35](B(O)O)=[CH:34][CH:33]=1.C(=O)([O-])[O-].[Na+].[Na+]>O.O1CCOCC1.C1C=CC(P(C2C=CC=CC=2)[C-]2C=CC=C2)=CC=1.C1C=CC(P(C2C=CC=CC=2)[C-]2C=CC=C2)=CC=1.Cl[Pd]Cl.[Fe+2]>[CH3:31][O:30][C:3]1[CH:4]=[C:5]([C:8]2[N:9]=[N:10][N:11]([CH:13]3[CH2:19][CH2:18][C:17]4[CH:20]=[CH:21][CH:22]=[CH:23][C:16]=4[N:15]([CH2:24][C:25]([F:28])([F:27])[F:26])[C:14]3=[O:29])[CH:12]=2)[CH:6]=[CH:7][C:2]=1[C:35]1[CH:36]=[CH:37][N:32]=[CH:33][CH:34]=1 |f:2.3.4,7.8.9.10|. Procedure: 3-[4-(4-Iodo-3-methoxyphenyl)-1H-1,2,3-triazol-1-yl]-1-(2,2,2-trifluoroethyl)-1,3,4,5-tetrahydro-2H-1-benzazepin-2-one (300 mg, 0.553 mmol) was added to a 20-ml μwave vial along with 4-pyridyl boronic acid (136 mg, 1.106 mmol), PdCl2(dppf) (81 mg, 0.111 mmol), 2M sodium carbonate in water (553 μl, 1.106 mmol), water (1906 μl) and dioxane (8605 μl). The vial was sealed and μwaved at 100° C. for 10 minutes. The reaction mixture was filtered through a plug of Celite. The plug was washed with 100 ml... The reactants are bacteriochlorophyll-a, CCC1=C2C=C3C(=C4C(=O)C(C(=C5C(C(C(=N5)C=C6C(=C(C(=CC(=C1C)N2)N6)C=C)C)C)CCC(=O)OC)C4=N3)C(=O)OC)C (methyl pheophorbide), DU-600, CCC1=C(C2=CC3=C(C(=C(N3)C=C4N=C(C5=C6NC(=CC1=N2)C(=C6C(=O)C5C(=O)OC)C)C(C4C)CCC(=O)OC)C)C=C)C (Methyl pheophorbide a), Metal-substituted bacteriochlorophylls. The product is CCC=1C(=C2C=C3C(=C(C(=N3)C=C4NC(=C5C6=NC(=CC1N2)C(=C6C(=O)C5)C)[C@H]([C@@H]4C)CCC(=O)O)C)C=C)C (Pyropheophorbide), bacteriopheophorbide a methyl ester. As a reaction SMILES: [CH3:1][CH2:2][C:3]1[C:21]2=[N:22][C:5](=[CH:6][C:7]3[NH:11][C:10]([CH:12]=[C:13]4[CH:34]([CH3:35])[CH:33]([CH2:36][CH2:37][C:38]([O:40]C)=[O:39])[C:15]([C:16]5[CH:27](C(OC)=O)[C:25](=[O:26])[C:24]6[C:17]=5[NH:18][C:19]([C:23]=6[CH3:32])=[CH:20]2)=[N:14]4)=[C:9]([CH3:42])[C:8]=3[CH:43]=[CH2:44])[C:4]=1[CH3:45].CCC1C(C)=C2NC=1C=C1N=C3C(C(C(C(OC)=O)C3=C3N=C(C=C4NC(=C2)C(C=C)=C4C)C(C)C3CCC(OC)=O)=O)=C1C>>[CH3:1][CH2:2][C:3]1[C:4]([CH3:45])=[C:5]2[NH:22][C:21]=1[CH:20]=[C:19]1[C:23]([CH3:32])=[C:24]3[C:25]([CH2:27][C:16]([C:17]3=[N:18]1)=[C:15]1[C@@H:33]([CH2:36][CH2:37][C:38]([OH:40])=[O:39])[C@H:34]([CH3:35])[C:13]([NH:14]1)=[CH:12][C:10]1=[N:11][C:7]([C:8]([CH:43]=[CH2:44])=[C:9]1[CH3:42])=[CH:6]2)=[O:26]. Reported procedure: Materials and General Methods. Melting points are uncorrected. UV-vis spectra were recorded on a Beckman DU-600 or a Perkin-Elmer Lambda spectrophotometer. Fluorescence emission was measured with a Perkin-Elmer LS-50B fluorometer. 1H NMR spectra were recorded on a Bruker ASPECT 360 MHz instrument. ESI-MS and HRMS spectrometry analysis were performed at the Mass Spectrometry Facility of the Department of Chemistry, University of Pennsylvania. Methyl pheophorbide a was obtained from Spirulina paci... Reactants: CC(=O)OC(C)=O, CCO, Cl, [Na+], [Na+], O=C([O-])[O-], c1ccc2c(c1)CNc1ccncc1O2. Yields the product Cl, CC(=O)N1Cc2ccccc2Oc2cnccc21. Reaction SMILES: [CH3:23][C:24](=[O:25])[O:26][C:27](=[O:28])[CH3:29].[CH3:30][CH2:31][OH:32].[ClH:22].[Na+:16].[Na+:17].[O-:18][C:19](=[O:20])[O-:21].[cH:1]1[n:2][cH:3][cH:4][c:5]2[c:6]1[O:7][c:8]1[c:9]([cH:12][cH:13][cH:14][cH:15]1)[CH2:10][NH:11]2>>[ClH:22].[cH:1]1[n:2][cH:3][cH:4][c:5]2[c:6]1[O:7][c:8]1[c:9]([cH:12][cH:13][cH:14][cH:15]1)[CH2:10][N:11]2[C:24]([CH3:23])=[O:25].